describe an organic reaction: reactants, conditions, products, and yield From a dataset of the Open Reaction Database (ORD), a public repository of structured organic reaction records. Reactants: C(C)(C)(C)OC(NC=1OCC([C@@](N1)(C)C1=NC(=CC=C1F)NC(=O)C1=NC=C(C=C1C)C#N)(F)F)=O (((R)-4-{6-[(5-cyano-3-methyl-pyridine-2-carbonyl)-amino]-3-fluoro-pyridin-2-yl}-5,5-difluoro-4-methyl-5,6-dihydro-4H-[1,3]oxazin-2-yl)-carbamic acid tert-butyl ester), C(=O)(C(F)(F)F)O (TFA). Run in ClCCl (dichloromethane). Yields the product NC=1OCC([C@@](N1)(C)C1=C(C=CC(=N1)NC(=O)C1=NC=C(C=C1C)C#N)F)(F)F (5-Cyano-3-methyl-pyridine-2-carboxylic acid [6-((R)-2-amino-5.5-difluoro-4-methyl-5.6-dihydro-4H-[1,3]oxazin-4-yl)-5-fluoro-pyridin-2-yl]-amide). The yield is 80.0%. As a reaction SMILES: C(OC(=O)[NH:7][C:8]1[O:9][CH2:10][C:11]([F:35])([F:34])[C@:12]([C:15]2[C:20]([F:21])=[CH:19][CH:18]=[C:17]([NH:22][C:23]([C:25]3[C:30]([CH3:31])=[CH:29][C:28]([C:32]#[N:33])=[CH:27][N:26]=3)=[O:24])[N:16]=2)([CH3:14])[N:13]=1)(C)(C)C.C(O)(C(F)(F)F)=O>ClCCl>[NH2:7][C:8]1[O:9][CH2:10][C:11]([F:34])([F:35])[C@:12]([C:15]2[N:16]=[C:17]([NH:22][C:23]([C:25]3[C:30]([CH3:31])=[CH:29][C:28]([C:32]#[N:33])=[CH:27][N:26]=3)=[O:24])[CH:18]=[CH:19][C:20]=2[F:21])([CH3:14])[N:13]=1. Procedure details: A solution of ((R)-4-{6-[(5-cyano-3-methyl-pyridine-2-carbonyl)-amino]-3-fluoro-pyridin-2-yl}-5,5-difluoro-4-methyl-5,6-dihydro-4H-[1,3]oxazin-2-yl)-carbamic acid tert-butyl ester (26 mg, 0.052 mmol) and TFA (200 μl, 2.6 mmol) in dichloromethane (1.3 ml) was stirred at it for 5 hours. The reaction mixture was evaporated and the residue diluted with aq. ammonia and ethyl acetate, washed with water and brine, dried over sodium sulfate, filtered and evaporated. 24 mg yellowish solid. Trituration wi... Starting materials: Cl.ClC1=CC=C(C=C1)C1=NNC(=C1)C(=O)NC1=CC=C(C=C1)[C@@H]1CNCCO1 ((R)-3-(4-chlorophenyl)-N-(4-(morpholin-2-yl)phenyl)-1H-pyrazole-5-carboxamide hydrochloride), ClC=1C=C(C=CC1)C1=NNC(=C1)C(=O)O (3-(3-chlorophenyl)-1H-pyrazole-5-carboxylic acid). Yields the product Cl.ClC=1C=C(C=CC1)C1=NNC(=C1)C(=O)NC1=CC=C(C=C1)[C@@H]1CNCCO1 ((R)-3-(3-chlorophenyl)-N-(4-(morpholin-2-yl)phenyl)-1H-pyrazole-5-carboxamide hydrochloride). Reaction SMILES: Cl.[Cl:2][C:3]1[CH:8]=[CH:7][C:6]([C:9]2[CH:13]=[C:12]([C:14]([NH:16][C:17]3[CH:22]=[CH:21][C:20]([C@H:23]4[O:28][CH2:27][CH2:26][NH:25][CH2:24]4)=[CH:19][CH:18]=3)=[O:15])[NH:11][N:10]=2)=[CH:5][CH:4]=1.[Cl:29]C1C=C(C2C=C(C(O)=O)NN=2)C=CC=1>>[ClH:2].[Cl:29][C:8]1[CH:7]=[C:6]([C:9]2[CH:13]=[C:12]([C:14]([NH:16][C:17]3[CH:18]=[CH:19][C:20]([C@H:23]4[O:28][CH2:27][CH2:26][NH:25][CH2:24]4)=[CH:21][CH:22]=3)=[O:15])[NH:11][N:10]=2)[CH:5]=[CH:4][CH:3]=1 |f:0.1,3.4|. Reported procedure: The title compound was prepared in analogy to Example 1 using (R)-tert-butyl 2-(4-aminophenyl)morpholine-4-carboxylate (prepared in Example 12) instead of (S)-tert-butyl 2-(4-aminophenyl)morpholine-4-carboxylate and 3-(3-chlorophenyl)-1H-pyrazole-5-carboxylic acid (CAS-595610-50-7) instead of 3-phenyl-1H-pyrazole-5-carboxylic acid. White solid. MS (ISP): 383.1 ([M+H]+). Reported procedure: To a mixed solution of ethyl 4-(propylsulfonyl)-7-[(2-thienylsulfonyl)amino]-1H-indole-2-carboxylate (0.56 g) in tetrahydrofuran (15 mL)-methanol (15 mL) was added aqueous solution (5 mL) of 85% potassium hydroxide (0.35 g), and the mixture was stirred at room temperature for 15 hr. Aqueous citric acid solution was added to the reaction mixture, and the mixture was extracted with ethyl acetate, washed with saturated brine, dried over anhydrous magnesium sulfate, and concentrated under reduced pr... The yield is 92.5%. The product is C(CC)S(=O)(=O)C1=C2C=C(NC2=C(C=C1)NS(=O)(=O)C=1SC=CC1)C(=O)O (4-(Propylsulfonyl)-7-[(2-thienylsulfonyl)amino]-1H-indole-2-carboxylic acid). Run at time 15 hour. As a reaction SMILES: [CH2:1]([S:4]([C:7]1[CH:15]=[CH:14][C:13]([NH:16][S:17]([C:20]2[S:21][CH:22]=[CH:23][CH:24]=2)(=[O:19])=[O:18])=[C:12]2[C:8]=1[CH:9]=[C:10]([C:25]([O:27]CC)=[O:26])[NH:11]2)(=[O:6])=[O:5])[CH2:2][CH3:3].CO.[OH-].[K+].C(O)(=O)CC(CC(O)=O)(C(O)=O)O>O1CCCC1>[CH2:1]([S:4]([C:7]1[CH:15]=[CH:14][C:13]([NH:16][S:17]([C:20]2[S:21][CH:22]=[CH:23][CH:24]=2)(=[O:19])=[O:18])=[C:12]2[C:8]=1[CH:9]=[C:10]([C:25]([OH:27])=[O:26])[NH:11]2)(=[O:5])=[O:6])[CH2:2][CH3:3] |f:2.3|. Reactants: C(CC)S(=O)(=O)C1=C2C=C(NC2=C(C=C1)NS(=O)(=O)C=1SC=CC1)C(=O)OCC (ethyl 4-(propylsulfonyl)-7-[(2-thienylsulfonyl)amino]-1H-indole-2-carboxylate), CO (methanol), [OH-].[K+] (potassium hydroxide), C(CC(O)(C(=O)O)CC(=O)O)(=O)O (citric acid). The solvent is O1CCCC1 (tetrahydrofuran).